This data is from the Open Reaction Database (ORD), a public repository of structured organic reaction records. The task is: describe an organic reaction: reactants, conditions, products, and yield Reactants: NCCCNC1=NC=CC=C1 (2-(3-Aminopropylamino)pyridine), ClC1=CC=C(CC=2C(NC(=NC2)SC)=O)C=C1 (5-(4-chlorobenzyl)-2-methylthio-4-pyrimidone). Run in C(C)O (ethanol). The product is ClC1=CC=C(CC=2C(NC(=NC2)NCCCNC2=NC=CC=C2)=O)C=C1 (5-(4-chlorobenzyl)-2-[3-(pyrid-2-ylamino)propylamino]-4-pyrimidone). Reaction SMILES: [NH2:1][CH2:2][CH2:3][CH2:4][NH:5][C:6]1[CH:11]=[CH:10][CH:9]=[CH:8][N:7]=1.[Cl:12][C:13]1[CH:28]=[CH:27][C:16]([CH2:17][C:18]2[C:19](=[O:26])[NH:20][C:21](SC)=[N:22][CH:23]=2)=[CH:15][CH:14]=1>C(O)C>[Cl:12][C:13]1[CH:14]=[CH:15][C:16]([CH2:17][C:18]2[C:19](=[O:26])[NH:20][C:21]([NH:1][CH2:2][CH2:3][CH2:4][NH:5][C:6]3[CH:11]=[CH:10][CH:9]=[CH:8][N:7]=3)=[N:22][CH:23]=2)=[CH:27][CH:28]=1. Procedure: 2-(3-Aminopropylamino)pyridine (0.91 g) and 5-(4-chlorobenzyl)-2-methylthio-4-pyrimidone (1.33 g) were fused together on a oil bath at 160° C. for 2.5 hr. The mixture was dissolved in hot ethanol. Cooling afforded a white solid which on recrystallisation from ethanol gave 5-(4-chlorobenzyl)-2-[3-(pyrid-2-ylamino)propylamino]-4-pyrimidone, (1.24 g; 67%) m.p. 168°-71° C.